Dataset: the Open Reaction Database (ORD), a public repository of structured organic reaction records. Task: describe an organic reaction: reactants, conditions, products, and yield Reaction SMILES: [F:1][C:2]1([F:34])[O:6][C:5]2[CH:7]=[CH:8][C:9]([CH2:11][NH:12][CH:13]3[CH2:18][CH2:17][N:16]([CH2:19][CH2:20][N:21]4[C:30]5[C:25](=[CH:26][CH:27]=[C:28]([O:31][CH3:32])[CH:29]=5)[N:24]=[CH:23][C:22]4=[O:33])[CH2:15][CH2:14]3)=[CH:10][C:4]=2[O:3]1.[ClH:35].C(OCC)(=O)C>C(Cl)(Cl)Cl>[ClH:35].[F:34][C:2]1([F:1])[O:6][C:5]2[CH:7]=[CH:8][C:9]([CH2:11][NH:12][CH:13]3[CH2:18][CH2:17][N:16]([CH2:19][CH2:20][N:21]4[C:30]5[C:25](=[CH:26][CH:27]=[C:28]([O:31][CH3:32])[CH:29]=5)[N:24]=[CH:23][C:22]4=[O:33])[CH2:15][CH2:14]3)=[CH:10][C:4]=2[O:3]1 |f:1.2,4.5|. Conditions: time 10 minute. Reported procedure: To 3 mL of a chloroform solution containing 171 mg of 1-(2-(4-((2,2-difluorobenzo[1,3]dioxol-5-yl)methylamino)piperidin-1-yl)ethyl)-7-methoxyquinoxalin-2(1H)-one, 0.5 mL of 4 mol/L hydrogen chloride/ethyl acetate and 3 mL of chloroform were added, and stirred at room temperature for 10 min. The solvent was removed under reduced pressure, ethyl acetate was added and the resulting solid was filtered to give 150 mg of 1-(2-(4-((2,2-difluoro-benzo[1,3]dioxol-5-yl)methylamino)piperidin-1-yl)ethyl)-7-... Run in C(Cl)(Cl)Cl (chloroform), C(Cl)(Cl)Cl (chloroform). Product: Cl.FC1(OC2=C(O1)C=CC(=C2)CNC2CCN(CC2)CCN2C(C=NC1=CC=C(C=C21)OC)=O)F (1-(2-(4-((2,2-difluoro-benzo[1,3]dioxol-5-yl)methylamino)piperidin-1-yl)ethyl)-7-methoxyquinoxalin-2(1H)-one hydrochloride). Reactants: FC1(OC2=C(O1)C=CC(=C2)CNC2CCN(CC2)CCN2C(C=NC1=CC=C(C=C21)OC)=O)F (1-(2-(4-((2,2-difluorobenzo[1,3]dioxol-5-yl)methylamino)piperidin-1-yl)ethyl)-7-methoxyquinoxalin-2(1H)-one), Cl.C(C)(=O)OCC (hydrogen chloride ethyl acetate).